From a dataset of the Open Reaction Database (ORD), a public repository of structured organic reaction records. describe an organic reaction: reactants, conditions, products, and yield The reactants are Cc1cc(-n2c(=O)c(C(=O)O)cc3cccnc32)no1, CN(C)C=O, O=C(Cl)C(=O)Cl, ClCCl. Yields the product Cc1cc(-n2c(=O)c(C(=O)O)cc3cccnc32)no1, [Cl-]. Reaction SMILES: [CH3:1][c:2]1[cH:3][c:4](-[n:7]2[c:8](=[O:20])[c:9]([C:17](=[O:18])[OH:19])[cH:10][c:11]3[cH:12][cH:13][cH:14][n:15][c:16]23)[n:5][o:6]1.[CH3:27][N:28]([CH3:29])[CH:30]=[O:31].[Cl:21][C:22]([C:23]([Cl:24])=[O:25])=[O:26].[Cl:32][CH2:33][Cl:34]>>[CH3:1][c:2]1[cH:3][c:4](-[n:7]2[c:8](=[O:20])[c:9]([C:17](=[O:18])[OH:19])[cH:10][c:11]3[cH:12][cH:13][cH:14][n:15][c:16]23)[n:5][o:6]1.[Cl-:21]. The reactants are N1=CN=C(C2=C1NC=C2)C=2C=NN(C2)C(CC#N)CCCC (3-[4-(7H-pyrrolo[2,3-d]pyrimidin-4-yl)-1H-pyrazol-1-yl]heptanenitrile), P(O)(O)(O)=O (phosphoric acid). The solvent is C(C)(C)O (isopropyl alcohol), C(C)(C)O (isopropyl alcohol). Conditions: temperature 60 celsius. Product: P(=O)(O)(O)O.N1=CN=C(C2=C1NC=C2)C=2C=NN(C2)C(CC#N)CCCC (3-[4-(7H-pyrrolo[2,3-d]pyrimidin-4-yl)-1H-pyrazol-1-yl]heptanenitrile phosphate). Isolated yield 86.6%. RXN SMILES: [N:1]1[C:6]2[NH:7][CH:8]=[CH:9][C:5]=2[C:4]([C:10]2[CH:11]=[N:12][N:13]([CH:15]([CH2:19][CH2:20][CH2:21][CH3:22])[CH2:16][C:17]#[N:18])[CH:14]=2)=[N:3][CH:2]=1.[P:23](=[O:27])([OH:26])([OH:25])[OH:24]>C(O)(C)C>[P:23]([OH:27])([OH:26])([OH:25])=[O:24].[N:1]1[C:6]2[NH:7][CH:8]=[CH:9][C:5]=2[C:4]([C:10]2[CH:11]=[N:12][N:13]([CH:15]([CH2:19][CH2:20][CH2:21][CH3:22])[CH2:16][C:17]#[N:18])[CH:14]=2)=[N:3][CH:2]=1 |f:3.4|. Reported procedure: To a solution of 3-[4-(7H-pyrrolo[2,3-d]pyrimidin-4-yl)-1H-pyrazol-1-yl]heptanenitrile (0.363 g, 1.23 mmol) in isopropyl alcohol (8.0 mL) was added phosphoric acid (0.133 g, 1.36 mmol) in 1.0 mL isopropyl alcohol at 60° C. The mixture was heated at 60° C. for 1 hour, then cooled to room temperature. The precipitate was filtered off and air dried, rinsed with ethyl ether, and then air dried further to provide the desired phosphoric acid salt (418 mg, 86.5%). 1H NMR (DMSO-d6, 400 MHz) δ 12.10 (1H,...